From a dataset of the Open Reaction Database (ORD), a public repository of structured organic reaction records. describe an organic reaction: reactants, conditions, products, and yield The reactants are ClC=1CC(=C(C(=O)OC)CC1)C(=O)OC (Dimethyl 4-chloro-3,6-dihydrophthalate), ClN1C(CCC1=O)=O (N-chlorosuccinimide), C1=CC=NC=C1.F (pyridinium poly(hydrogen fluoride)). The solvent is C(Cl)Cl (methylene chloride), C(Cl)Cl (methylene chloride). Run at time 2 hour. Product: COC(C1=C(C(=O)OC)CC(C(C1)Cl)(F)Cl)=O (Dimethyl-4,5-dichloro-4-fluoro-3,4,5,6-tetrahydrophthalate). Reaction SMILES: [Cl:1][C:2]1[CH2:3][C:4]([C:12]([O:14][CH3:15])=[O:13])=[C:5]([CH2:10][CH:11]=1)[C:6]([O:8][CH3:9])=[O:7].[Cl:16]N1C(=O)CCC1=O.C1C=CN=CC=1.[FH:30]>C(Cl)Cl>[CH3:15][O:14][C:12](=[O:13])[C:4]1[CH2:3][CH:2]([Cl:1])[C:11]([Cl:16])([F:30])[CH2:10][C:5]=1[C:6]([O:8][CH3:9])=[O:7] |f:2.3|. Reported procedure: Dimethyl 4-chloro-3,6-dihydrophthalate (1.1 g) and N-chlorosuccinimide (0.6 g) in methylene chloride (4.1 g) was added to pyridinium poly(hydrogen fluoride) (3.1 g) at room temperature. The reaction mixture was stirred at room temperature for 2 hours. The reaction mixture was carefully poured into methylene chloride containing solid sodium carbonate. The methylene chloride layer was filtered and dried with magnesium sulfate and the solvent removed under reduced pressure.